This data is from the Open Reaction Database (ORD), a public repository of structured organic reaction records. The task is: describe an organic reaction: reactants, conditions, products, and yield The product is CP(C)(C)=NC1=NSC(=C1)N1C[C@H](CCC1)NC(OC(C)(C)C)=O ((S)-tert-butyl (1-(3-((trimethylphosphoranylidene)amino)isothiazol-5-yl)piperidin-3-yl)carbamate). The solvent is C1CCOC1 (THF), C1CCOC1 (THF). The reactants are N(=C=S)C=1C=NSC1N1C[C@H](CCC1)NC(OC(C)(C)C)=O (tert-butyl ((3S)-1-(4-isothiocyanato-5-isothiazolyl)-3-piperidinyl)carbamate), N(=[N+]=[N-])C=1C=NSC1N1C[C@H](CCC1)NC(OC(C)(C)C)=O (tert-butyl ((3S)-1-(4-azido-5-isothiazolyl)-3-piperidinyl)carbamate), solution, P(C)(C)C (PMe3). Run at time 10 minute. Reaction SMILES: N([C:4]1[CH:5]=[N:6][S:7][C:8]=1[N:9]1[CH2:14][CH2:13][CH2:12][C@H:11]([NH:15][C:16](=[O:22])[O:17][C:18]([CH3:21])([CH3:20])[CH3:19])[CH2:10]1)=C=S.[N:23](C1C=NSC=1N1CCC[C@H](NC(=O)OC(C)(C)C)C1)=[N+]=[N-].[P:45]([CH3:48])([CH3:47])[CH3:46]>C1COCC1>[CH3:46][P:45](=[N:23][C:5]1[CH:4]=[C:8]([N:9]2[CH2:14][CH2:13][CH2:12][C@H:11]([NH:15][C:16](=[O:22])[O:17][C:18]([CH3:21])([CH3:20])[CH3:19])[CH2:10]2)[S:7][N:6]=1)([CH3:48])[CH3:47]. Procedure details: tert-butyl ((3S)-1-(4-isothiocyanato-5-isothiazolyl)-3-piperidinyl)carbamate. A dry, 25 mL pear flask was charged with tert-butyl ((3S)-1-(4-azido-5-isothiazolyl)-3-piperidinyl)carbamate (213 mg, 0.66 mmol), a stirbar, and dry THF (4 mL). The flask was fitted with a septa/Ar inlet and immersed into a ice-water bath. The solution was stirred for 10 min and a 1.0 M solution of PMe3 in THF (0.69 mL, 0.69 mmol) was added dropwise. The solution was stirred cold for 15 min. The solution was taken up i...